This data is from the Open Reaction Database (ORD), a public repository of structured organic reaction records. The task is: describe an organic reaction: reactants, conditions, products, and yield Reactants: [Al+3], CCOC(=O)c1c(C)nc2c(cnn2CC)c1-c1cncc(Br)c1, CCOCC, [H-], [H-], [H-], [H-], [Li+]. Yields the product CCn1ncc2c(-c3cncc(Br)c3)c(CO)c(C)nc21. RXN SMILES: [Al+3:2].[Br:7][c:8]1[cH:9][c:10](-[c:14]2[c:15]3[c:16]([n:17][c:18]([CH3:25])[c:19]2[C:20](=[O:21])[O:22][CH2:23][CH3:24])[n:26]([CH2:29][CH3:30])[n:27][cH:28]3)[cH:11][n:12][cH:13]1.[CH3:31][CH2:32][O:33][CH2:34][CH3:35].[H-:1].[H-:4].[H-:5].[H-:6].[Li+:3]>>[Br:7][c:8]1[cH:9][c:10](-[c:14]2[c:15]3[c:16]([n:17][c:18]([CH3:25])[c:19]2[CH2:20][OH:21])[n:26]([CH2:29][CH3:30])[n:27][cH:28]3)[cH:11][n:12][cH:13]1. Starting materials: [N+](=O)([O-])C=1C=C(C(=NC1)CCCC#N)C (5-Nitro-2-(3-cyanopropyl)-3-methylpyridine). The reagents and catalysts are [Pd] (palladium on charcoal). Run in C(C)O (ethanol). Yields the product NC=1C=C(C(=NC1)CCCC#N)C (5-amino-2-(3-cyanopropyl)-3-methylpyridine). Isolated yield 93.3%. As a reaction SMILES: [N+:1]([C:4]1[CH:5]=[C:6]([CH3:15])[C:7]([CH2:10][CH2:11][CH2:12][C:13]#[N:14])=[N:8][CH:9]=1)([O-])=O>C(O)C.[Pd]>[NH2:1][C:4]1[CH:5]=[C:6]([CH3:15])[C:7]([CH2:10][CH2:11][CH2:12][C:13]#[N:14])=[N:8][CH:9]=1. Procedure details: 5-Nitro-2-(3-cyanopropyl)-3-methylpyridine (5.9 g) was hydrogenated in ethanol (150 ml) with palladium on charcoal (0.59 g of 10%) at 140 kPa, for 2.5 hrs. The filtered solution was concentrated to dryness, the residue was triturated with ether to give 5-amino-2-(3-cyanopropyl)-3-methylpyridine (4.70 g) m.p. 103°-105° C. Reactants: COC1=CC=C(C=C1)N1CCN(CC1)CCC1=CC=CC=C1 (1-(4-methoxyphenyl)-4-phenethylpiperazine), C(C1=CC=CC=C1)C1CCN(CC1)C1=C(C=C(C(=C1)F)OC)F (4-benzyl-1-(2,5-difluoro-4-methoxyphenyl)piperidine). Procedure: Production Example 2 was repeated except that 1-(4-methoxyphenyl)-4-phenethylpiperazine was replaced with 4-benzyl-1-(2,5-difluoro-4-methoxyphenyl)piperidine (300 mg). The resulting crude product was purified on silica gel column chromatography (eluent, hexane: ethyl acetate=4:1) to provide 4-(4-benzylpiperidino)-2,5-difluorophenol (138 mg). Yield: 48.1%. RXN SMILES: COC1C=CC(N2CCN(CCC3C=CC=CC=3)CC2)=CC=1.[CH2:23]([CH:30]1[CH2:35][CH2:34][N:33]([C:36]2[CH:41]=[C:40]([F:42])[C:39]([O:43]C)=[CH:38][C:37]=2[F:45])[CH2:32][CH2:31]1)[C:24]1[CH:29]=[CH:28][CH:27]=[CH:26][CH:25]=1>>[CH2:23]([CH:30]1[CH2:31][CH2:32][N:33]([C:36]2[C:37]([F:45])=[CH:38][C:39]([OH:43])=[C:40]([F:42])[CH:41]=2)[CH2:34][CH2:35]1)[C:24]1[CH:25]=[CH:26][CH:27]=[CH:28][CH:29]=1. Product: C(C1=CC=CC=C1)C1CCN(CC1)C1=CC(=C(C=C1F)O)F (4-(4-benzylpiperidino)-2,5-difluorophenol). Reaction SMILES: [CH2:1]([O:8][C:9]([NH:11][CH2:12][CH2:13][C@H:14]([OH:18])[C:15]([OH:17])=[O:16])=[O:10])[C:2]1[CH:7]=[CH:6][CH:5]=[CH:4][CH:3]=1.N1C=CC=CC=1.[C:25](Cl)(=[O:32])[C:26]1[CH:31]=[CH:30][CH:29]=[CH:28][CH:27]=1>C1COCC1.CN(C1C=CN=CC=1)C>[C:25]([O:18][C@@H:14]([CH2:13][CH2:12][NH:11][C:9]([O:8][CH2:1][C:2]1[CH:3]=[CH:4][CH:5]=[CH:6][CH:7]=1)=[O:10])[C:15]([OH:17])=[O:16])(=[O:32])[C:26]1[CH:31]=[CH:30][CH:29]=[CH:28][CH:27]=1. Procedure: To a stirring solution of (S)-4-(benzyloxycarbonylamino)-2-hydroxybutanoic acid (1, 612 g, 2.41 mol) in THF (6 L) at 0° C. was added DMAP (2.4 g) and pyridine (196 mL, 2.41 mol). After stirring for 20 minutes, benzoyl chloride (280 mL) was added slowly and the reaction was allowed to stir overnight at room temperature. The resulting precipitate was filtered and the filtrate was acidified with 1 M citric acid (1 L). The organic solvent was removed by rotary evaporation and the desired product was... Run in C1CCOC1 (THF). Product: C(C1=CC=CC=C1)(=O)O[C@H](C(=O)O)CCNC(=O)OCC1=CC=CC=C1 ((S)-2-(benzoyloxy)-4-(benzyloxycarbonylamino)butanoic acid). The reactants are C(C1=CC=CC=C1)OC(=O)NCC[C@@H](C(=O)O)O ((S)-4-(benzyloxycarbonylamino)-2-hydroxybutanoic acid), N1=CC=CC=C1 (pyridine), C(C1=CC=CC=C1)(=O)Cl (benzoyl chloride). Reaction conditions: time 20 minute. Yield: 51.0%. The reagents and catalysts are CN(C)C=1C=CN=CC1 (DMAP). Starting materials: [K+].C1CCC(CC1)C1N(CCNC1)CC(=O)[O-] (2-((4-cyclohexyl)piperazin-1-yl)acetic acid potassium salt), C(C(C)C)OC(=O)Cl (isobutyichioroformate). Solvent: C(Cl)Cl (methylene chloride). Conditions: time 1 hour. Product: O.[K+].C1CCC(CC1)C1N(CCNC1)CC(=O)[O-] (2-((4-cyclohexyl)piperazin-1-yl)acetic acid potassium salt hydrate). RXN SMILES: [K+:1].[CH2:2]1[CH2:7][CH2:6][CH:5]([CH:8]2[CH2:13][NH:12][CH2:11][CH2:10][N:9]2[CH2:14][C:15]([O-:17])=[O:16])[CH2:4][CH2:3]1.C(OC(Cl)=O)C(C)C>C(Cl)Cl>[OH2:16].[K+:1].[CH2:2]1[CH2:3][CH2:4][CH:5]([CH:8]2[CH2:13][NH:12][CH2:11][CH2:10][N:9]2[CH2:14][C:15]([O-:17])=[O:16])[CH2:6][CH2:7]1 |f:0.1,4.5.6|. Procedure: The title compound was prepared by first cooling 2-((4-cyclohexyl)piperazin-1-yl)acetic acid potassium salt to a temperature between -8° C. and -15° C. in 5 volumes of anhydrous methylene chloride. To this su e was added isobutyichioroformate at a rate such that the temperature did not exceed -8° C. The resulting reaction mixture was stirred for about 1 hour, the temperature being maintained between -8° C. and -15° C.